describe an organic reaction: reactants, conditions, products, and yield From a dataset of the Open Reaction Database (ORD), a public repository of structured organic reaction records. Starting materials: FC(C=1C=C(C=CC1)C1=NOC2(C1)OC(C1=CC=CC=C12)=O)(F)F (3'-(m-trifluoromethylphenyl)-spiro[isobenzofuran-1(3H),5'(4'H)-isoxazol]-3-one), product, OS(=O)(=O)O (H2SO4), ice water. The solvent is C(CCCC)O (n-pentyl alcohol). The product is FC(C=1C=C(C=CC1)C1=NOC(=C1)C1=C(C(=O)OCCCCC)C=CC=C1)(F)F (n-Pentyl 2-[3-(3-Trifluoromethylphenyl)-5-Isoxazolyl]Benzoate). RXN SMILES: [F:1][C:2]([F:24])([F:23])[C:3]1[CH:4]=[C:5]([C:9]2[CH2:13][C:12]3([C:21]4[C:16](=[CH:17][CH:18]=[CH:19][CH:20]=4)[C:15](=[O:22])[O:14]3)[O:11][N:10]=2)[CH:6]=[CH:7][CH:8]=1.OS(O)(=O)=O>C(O)CCCC>[F:23][C:2]([F:24])([F:1])[C:3]1[CH:4]=[C:5]([C:9]2[CH:13]=[C:12]([C:21]3[CH:20]=[CH:19][CH:18]=[CH:17][C:16]=3[C:15]([O:14][CH2:7][CH2:8][CH2:3][CH2:4][CH3:5])=[O:22])[O:11][N:10]=2)[CH:6]=[CH:7][CH:8]=1. Procedure details: A solution of 3'-(m-trifluoromethylphenyl)-spiro[isobenzofuran-1(3H),5'(4'H)-isoxazol]-3-one (10 g., 0.03 mole) and concentrated H2SO4 (1 ml.) in n-pentyl alcohol (150 ml.) was held at reflux for 14 hours, cooled and poured into 300 ml. of ice water. The mixture was extracted with 600 ml. of ether. The ethereal solution was washed two times with water, dried over CaSO4 and concentrated under vacuum to give 12.05 g. of product as a yellow oil (99%). The oil was chromatographed on silica gel using... The reactants are B, CC1(C)C(=O)Nc2ccc(Br)cc21, C1CCOC1, CSC, C[N+](C)(C)[O-], ClCCl, O. Yields the product CC1(C)CNc2ccc(Br)cc21. Reaction SMILES: [BH3:17].[Br:1][c:2]1[cH:3][c:4]2[c:8]([cH:9][cH:10]1)[NH:7][C:6](=[O:11])[C:5]2([CH3:12])[CH3:13].[CH2:27]1[O:28][CH2:29][CH2:30][CH2:31]1.[CH3:14][S:15][CH3:16].[CH3:22][N+:23]([O-:24])([CH3:25])[CH3:26].[Cl:19][CH2:20][Cl:21].[OH2:18]>>[Br:1][c:2]1[cH:3][c:4]2[c:8]([cH:9][cH:10]1)[NH:7][CH2:6][C:5]2([CH3:12])[CH3:13]. As a reaction SMILES: [C:20]([OH:21])(=[O:22])[CH3:23].[CH2:10]1[N:11]2[CH2:12][N:13]3[CH2:14][N:15]([CH2:16]2)[CH2:17][N:18]1[CH2:19]3.[F:1][c:2]1[c:3]([OH:9])[c:4]([F:8])[cH:5][cH:6][cH:7]1.[OH2:24]>>[F:1][c:2]1[c:3]([OH:9])[c:4]([F:8])[cH:5][c:6]([CH:20]=[O:22])[cH:7]1. Yields the product O=Cc1cc(F)c(O)c(F)c1. Starting materials: CC(=O)O, C1N2CN3CN1CN(C2)C3, Oc1c(F)cccc1F, O. The reactants are C(C)(=O)C=1C(OC(=C(C1O)C(C)=O)O)=O (3,5-diacetyl-4,6-dihydroxy-2H-pyran-2-one), NC1=CC=CC=C1 (aniline). Run in C1=CC=CC=C1 (benzene). Product: C(C)(=O)C1=C(C(C(OC1=O)=O)=C(C)NC1=CC=CC=C1)O (5-acetyl-4-hydroxy-3-[1-(phenylamino)ethylidene]-2H-pyran-2,6(3H)-dione). RXN SMILES: [C:1]([C:4]1[C:5](=[O:15])[O:6][C:7]([OH:14])=[C:8]([C:11](=[O:13])[CH3:12])[C:9]=1[OH:10])(=O)[CH3:2].[NH2:16][C:17]1[CH:22]=[CH:21][CH:20]=[CH:19][CH:18]=1>C1C=CC=CC=1>[C:11]([C:8]1[C:7](=[O:14])[O:6][C:5](=[O:15])[C:4](=[C:1]([NH:16][C:17]2[CH:22]=[CH:21][CH:20]=[CH:19][CH:18]=2)[CH3:2])[C:9]=1[OH:10])(=[O:13])[CH3:12]. Procedure details: To a boiling solution of 3.0 g. (0.014 m.) of 3,5-diacetyl-4,6-dihydroxy-2H-pyran-2-one in 25 ml. of benzene is added 1.4 g. (0.015 m.) of aniline and the resulting mixture is refluxed overnight. The reaction mixture is cooled and filtered to give 5-acetyl-4-hydroxy-3-[1-(phenylamino)ethylidene]-2H-pyran-2,6(3H)-dione, m.p. 184° -186° C. The reactants are COC1=CC=C(C=C1)CC(C(CCCC1=CC=C(C=C1)OC)=O)=O (1,6-bis(4-methoxyphenyl)hexanedione), O (water), Cl (hydrochloric acid). The reagents and catalysts are [Zn] (zinc). The solvent is C1(=CC=CC=C1)C (toluene). Reaction conditions: time 8 hour. The product is COC1=CC=C(C=C1)CCCCCCC1=CC=C(C=C1)OC (1,6-bis(4-methoxyphenyl)hexane). RXN SMILES: [CH3:1][O:2][C:3]1[CH:8]=[CH:7][C:6]([CH2:9][C:10](=O)[C:11](=O)[CH2:12][CH2:13][CH2:14][C:15]2[CH:20]=[CH:19][C:18]([O:21][CH3:22])=[CH:17][CH:16]=2)=[CH:5][CH:4]=1.O.Cl>C1(C)C=CC=CC=1.[Zn]>[CH3:22][O:21][C:18]1[CH:17]=[CH:16][C:15]([CH2:14][CH2:13][CH2:12][CH2:11][CH2:10][CH2:9][C:6]2[CH:5]=[CH:4][C:3]([O:2][CH3:1])=[CH:8][CH:7]=2)=[CH:20][CH:19]=1. Reported procedure: With stirring, 212.2 g (0.65 mole) of 1,6-bis(4-methoxyphenyl)hexanedione in 500 ml of toluene are heated to 80° C. Then 520 g of amalgamated zinc filings as well as 150 ml of water and 500 ml of hydrochloric acid are added, whereupon evolution of H2 gas commences. After the evolution of gas has subsided, the reaction solution is gently refluxed overnight. After filtration, the aqueous phase which has been separated from the organic phase is extracted with 200 ml of toluene. The organic phases a... The reactants are Cl.ClC1=NC=NC2=CC(=CC=C12)[N+](=O)[O-] (4-chloro-7-nitroquinazoline hydrochloride), FC1=C(N)C=C(C(=C1)C)OC(=O)OC (2-fluoro-5-methoxycarbonyloxy-4-methylaniline). Run in C(C)(C)O (isopropanol). Run at temperature 50 celsius. The product is Cl.FC1=C(NC2=NC=NC3=CC(=CC=C23)[N+](=O)[O-])C=C(C(=C1)C)OC(=O)OC (4-(2-fluoro-5-methoxycarbonyloxy-4-methylanilino)-7-nitroquinazoline hydrochloride). Yield: 44.0%. Reaction SMILES: Cl.[Cl:2][C:3]1[C:12]2[C:7](=[CH:8][C:9]([N+:13]([O-:15])=[O:14])=[CH:10][CH:11]=2)[N:6]=[CH:5][N:4]=1.[F:16][C:17]1[CH:23]=[C:22]([CH3:24])[C:21]([O:25][C:26]([O:28][CH3:29])=[O:27])=[CH:20][C:18]=1[NH2:19]>C(O)(C)C>[ClH:2].[F:16][C:17]1[CH:23]=[C:22]([CH3:24])[C:21]([O:25][C:26]([O:28][CH3:29])=[O:27])=[CH:20][C:18]=1[NH:19][C:3]1[C:12]2[C:7](=[CH:8][C:9]([N+:13]([O-:15])=[O:14])=[CH:10][CH:11]=2)[N:6]=[CH:5][N:4]=1 |f:0.1,4.5|. Reported procedure: A solution of 4-chloro-7-nitroquinazoline hydrochloride (2.46 g, 10 mmol) and 2-fluoro-5-methoxycarbonyloxy-4-methylaniline (2.2 g, 11 mmol), (prepared as described for the starting material in Example 12), in isopropanol (25 ml) was heated at 50° C. for 1 hour. The mixture was allowed to cool, the precipitated solid was collected by filtration recrystallised from methylene chloride/methanol/isopropanol to give 4-(2-fluoro-5-methoxycarbonyloxy-4-methylanilino)-7-nitroquinazoline hydrochloride (1... Yield: 52.3%. The reagents and catalysts are [Pd]=O (palladium oxide). Run in C(C)O (ethanol). Procedure details: 4-Amino-3,5-dichloro-α-[[[6-[4-(3-hydroxy-2-pyridinyl)butoxy]hexyl](phenylmethyl)amino]methyl]benzenemethanol (0.49 g) was hydrogenated over pre-reduced 10% palladium oxide on carbon (50% aqueous paste, 100 mg) in ethanol (10 ml) containing hydrochloric acid (conc. HCl/ethanol, 1:9 v/v, 1.6 ml). The catalyst was removed by filtration through hyflo, the solvent was evaporated and the residual oil was partitioned between 8% sodium bicarbonate (15 ml) and ethyl acetate (15 ml). The organic layer wa... Reaction SMILES: [NH2:1][C:2]1[C:7]([Cl:8])=[CH:6][C:5]([CH:9]([CH2:11][N:12]([CH2:20][CH2:21][CH2:22][CH2:23][CH2:24][CH2:25][O:26][CH2:27][CH2:28][CH2:29][CH2:30][C:31]2[C:36]([OH:37])=[CH:35][CH:34]=[CH:33][N:32]=2)CC2C=CC=CC=2)[OH:10])=[CH:4][C:3]=1[Cl:38].Cl>C(O)C.[Pd]=O>[NH2:1][C:2]1[C:7]([Cl:8])=[CH:6][C:5]([CH:9]([CH2:11][NH:12][CH2:20][CH2:21][CH2:22][CH2:23][CH2:24][CH2:25][O:26][CH2:27][CH2:28][CH2:29][CH2:30][C:31]2[C:36]([OH:37])=[CH:35][CH:34]=[CH:33][N:32]=2)[OH:10])=[CH:4][C:3]=1[Cl:38]. The reactants are NC1=C(C=C(C=C1Cl)C(O)CN(CC1=CC=CC=C1)CCCCCCOCCCCC1=NC=CC=C1O)Cl (4-Amino-3,5-dichloro-α-[[[6-[4-(3-hydroxy-2-pyridinyl)butoxy]hexyl](phenylmethyl)amino]methyl]benzenemethanol), Cl (hydrochloric acid). Yields the product NC1=C(C=C(C=C1Cl)C(O)CNCCCCCCOCCCCC1=NC=CC=C1O)Cl (4-Amino-3,5-dichloro-α-[[[6-[4-(3-hydroxy-2-pyridinyl)butoxy]hexyl]amino]methyl]benzenemethanol). Yields the product N#Cc1c(OCc2cccnc2)nc(N)nc1-n1cccn1. Starting materials: C1CCC2=NCCCN2CC1, COCCOC, CS(=O)c1nc(N)nc(-n2cccn2)c1C#N, OCc1cccnc1. Reaction SMILES: [CH2:26]1[CH2:27][CH2:28][C:29]2=[N:34][CH2:33][CH2:32][CH2:31][N:30]2[CH2:35][CH2:36]1.[CH3:37][O:38][CH2:39][CH2:40][O:41][CH3:42].[NH2:1][c:2]1[n:3][c:4](-[n:13]2[n:14][cH:15][cH:16][cH:17]2)[c:5]([C:11]#[N:12])[c:6]([S:8]([CH3:9])=[O:10])[n:7]1.[n:18]1[cH:19][c:20]([CH2:24][OH:25])[cH:21][cH:22][cH:23]1>>[NH2:1][c:2]1[n:3][c:4](-[n:13]2[n:14][cH:15][cH:16][cH:17]2)[c:5]([C:11]#[N:12])[c:6]([O:25][CH2:24][c:20]2[cH:19][n:18][cH:23][cH:22][cH:21]2)[n:7]1. The reactants are ice water, C(C)I (ethyl iodide), C([O-])([O-])=O.[K+].[K+] (potassium carbonate), Cl (hydrochloric acid), C(C)(C)(C)OC(CC1SC2(N(C1=O)CCC(=O)O)CCC(CC2)=CCC(C)C)=O (3-[2-[2-(tert-butoxy)-2-oxoethyl]-8-(3-methylbutylidene)-3-oxo-1-thia-4-azaspiro[4.5]decan-4-yl]-propionic acid). The solvent is C(C)(=O)OCC (ethyl acetate), CN(C=O)C (N,N-dimethylformamide). Reaction conditions: time 3 hour. Product: C(C)(C)(C)OC(CC1SC2(N(C1=O)CCC(=O)OCC)CCC(CC2)=CCC(C)C)=O (ethyl 3-[2-[2-(tert-butoxy)-2-oxoethyl]-8-(3-methylbutylidene)-3-oxo-1-thia-4-azaspiro[4.5]decan-4-yl]-propionate). Reaction SMILES: [C:1]([O:5][C:6](=[O:29])[CH2:7][CH:8]1[C:12](=[O:13])[N:11]([CH2:14][CH2:15][C:16]([OH:18])=[O:17])[C:10]2([CH2:23][CH2:22][C:21](=[CH:24][CH2:25][CH:26]([CH3:28])[CH3:27])[CH2:20][CH2:19]2)[S:9]1)([CH3:4])([CH3:3])[CH3:2].[CH2:30](I)[CH3:31].C(=O)([O-])[O-].[K+].[K+].Cl>CN(C)C=O.C(OCC)(=O)C>[C:1]([O:5][C:6](=[O:29])[CH2:7][CH:8]1[C:12](=[O:13])[N:11]([CH2:14][CH2:15][C:16]([O:18][CH2:30][CH3:31])=[O:17])[C:10]2([CH2:19][CH2:20][C:21](=[CH:24][CH2:25][CH:26]([CH3:27])[CH3:28])[CH2:22][CH2:23]2)[S:9]1)([CH3:3])([CH3:2])[CH3:4] |f:2.3.4|. Procedure details: In 7 ml of N,N-dimethylformamide was added 0.70 g of 3-[2-[2-(tert-butoxy)-2-oxoethyl]-8-(3-methylbutylidene)-3-oxo-1-thia-4-azaspiro[4.5]decan-4-yl]-propionic acid. After adding 0.14 ml of ethyl iodide and 0.25 g of anhydrous potassium carbonate at 0-5° C., the resulting mixture was stirred at ambient temperature for 3 hours. The resulting mixture was poured into a mixture of ice water and ethyl acetate, pH was adjusted to 2.0 with 2 mol/L hydrochloric acid, and the organic layer was separated....